This data is from the Open Reaction Database (ORD), a public repository of structured organic reaction records. The task is: describe an organic reaction: reactants, conditions, products, and yield Product: C(N)(=O)[C@H](CC(C)C)NC(=O)C1=NC(=C(C=C1)C1CC1)CC1=CC=C(C=C1)F (5-Cyclopropyl-6-(4-fluoro-benzyl)-pyridine-2-carboxylic acid ((S)-1-carbamoyl-3-methyl-butyl)-amide). As a reaction SMILES: [CH:1]1([C:4]2[CH:5]=[CH:6][C:7]([C:18]([OH:20])=O)=[N:8][C:9]=2[CH2:10][C:11]2[CH:16]=[CH:15][C:14]([F:17])=[CH:13][CH:12]=2)[CH2:3][CH2:2]1.[NH2:21][C@@H:22]([CH2:26][CH:27]([CH3:29])[CH3:28])[C:23]([NH2:25])=[O:24]>>[C:23]([C@@H:22]([NH:21][C:18]([C:7]1[CH:6]=[CH:5][C:4]([CH:1]2[CH2:2][CH2:3]2)=[C:9]([CH2:10][C:11]2[CH:12]=[CH:13][C:14]([F:17])=[CH:15][CH:16]=2)[N:8]=1)=[O:20])[CH2:26][CH:27]([CH3:29])[CH3:28])(=[O:24])[NH2:25]. The reactants are C1(CC1)C=1C=CC(=NC1CC1=CC=C(C=C1)F)C(=O)O (5-cyclopropyl-6-(4-fluoro-benzyl)-pyridine-2-carboxylic acid), N[C@H](C(=O)N)CC(C)C ((2S)-2-amino-4-methyl-pentanamide). Procedure details: The title compound was synthesized in analogy to Example 1, using 5-cyclopropyl-6-(4-fluoro-benzyl)-pyridine-2-carboxylic acid and (2S)-2-amino-4-methyl-pentanamide (CAN 687-51-4) as starting materials, MS (EI): m/e=384.2 [M+H]+. The reactants are Cc1c(I)[nH]c(C(=O)OC(C)(C)C)c1CCO, CS(C)=O, CCOC(C)=O, O=C(O)c1ccccc1I(=O)=O. Yields the product Cc1c(I)[nH]c(C(=O)OC(C)(C)C)c1CC=O. RXN SMILES: [C:1]([CH3:2])([CH3:3])([CH3:4])[O:5][C:6](=[O:7])[c:8]1[nH:9][c:10]([I:17])[c:11]([CH3:16])[c:12]1[CH2:13][CH2:14][OH:15].[CH3:30][S:31]([CH3:32])=[O:33].[CH3:34][CH2:35][O:36][C:37](=[O:38])[CH3:39].[I:18]([c:19]1[cH:20][cH:21][cH:22][cH:23][c:24]1[C:25]([OH:26])=[O:27])(=[O:28])=[O:29]>>[C:1]([CH3:2])([CH3:3])([CH3:4])[O:5][C:6](=[O:7])[c:8]1[nH:9][c:10]([I:17])[c:11]([CH3:16])[c:12]1[CH2:13][CH:14]=[O:15]. The reactants are COC(C1=C(C=CC(=C1)F)C(=O)NC(=O)OC(C)(C)C)=O (2-tert-butoxycarbonylaminocarbonyl-5-fluoro-benzoic acid methyl ester), C(=O)(C(F)(F)F)O (TFA). Solvent: C(Cl)Cl (CH2Cl2). Run at time 3 hour. Product: COC(C=1C(C(=O)N)=CC=C(C1)F)=O (5-fluoro-phthalamic acid methyl ester). RXN SMILES: [CH3:1][O:2][C:3](=[O:21])[C:4]1[CH:9]=[C:8]([F:10])[CH:7]=[CH:6][C:5]=1[C:11]([NH:13]C(OC(C)(C)C)=O)=[O:12].C(O)(C(F)(F)F)=O>C(Cl)Cl>[CH3:1][O:2][C:3](=[O:21])[C:4]1[C:5](=[CH:6][CH:7]=[C:8]([F:10])[CH:9]=1)[C:11]([NH2:13])=[O:12]. Procedure: To a solution of 2-tert-butoxycarbonylaminocarbonyl-5-fluoro-benzoic acid methyl ester (4.5 g, 15.13 mmol) plus regioisomer in CH2Cl2 (25 mL) is added TFA (2.0 mL, 25.96 mmol). The reaction mixture is stirred at room temperature for 3 hours and concentrated under reduced pressure to afford 5-fluoro-phthalamic acid methyl ester plus regioisomer (2.24 g, 75%). Reactants: BrC1=C(C=C(C=C1)O)F (4-bromo-3-fluorophenol), CC1=CC=C(C=C1)S(=O)(=O)OC1COC1 (oxetan-3-yl 4-methyl-benzenesulfonate), C([O-])([O-])=O.[Cs+].[Cs+] (cesium carbonate). Run in CS(=O)C (DMSO), O (water), CCOC(=O)C (EtOAc). Conditions: temperature 60 celsius. Yields the product BrC1=C(C=C(OC2COC2)C=C1)F (3-(4-bromo-3-fluorophenoxy)oxetane). RXN SMILES: [Br:1][C:2]1[CH:7]=[CH:6][C:5]([OH:8])=[CH:4][C:3]=1[F:9].CC1C=CC(S(O[CH:21]2[CH2:24][O:23][CH2:22]2)(=O)=O)=CC=1.C(=O)([O-])[O-].[Cs+].[Cs+]>CS(C)=O.O.CCOC(C)=O>[Br:1][C:2]1[CH:7]=[CH:6][C:5]([O:8][CH:21]2[CH2:24][O:23][CH2:22]2)=[CH:4][C:3]=1[F:9] |f:2.3.4|. Procedure: 4-bromo-3-fluorophenol (1.185 g, 6.20 mmol), oxetan-3-yl 4-methyl-benzenesulfonate (1.77 g, 7.75 mmol) and cesium carbonate (5.05 g, 15.51 mmol) were dissolved in DMSO (7.75 mL) and heated to 60° C. overnight. The reaction mixture was diluted with water and EtOAc. The aqueous phase was extracted with EtOAc (×2) and the combined extracts were washed with brine, dried over Na2SO4, filtered and concentrated. The resulting residue was purified by column chromatography on a Biotage™ 50 g column by el... Reactants: ClC=1C=C(OC2CCN(CC2)CC2CN(CCC2)C(=O)OC(C)(C)C)C=CC1Cl (1,1-Dimethylethyl 3-[[4-(3,4-dichlorophenoxy)-1-piperidinyl]methyl]-1-piperidinecarboxylate), FC(C(=O)O)(F)F (trifluoroacetic acid). The solvent is ClCCl (dichloromethane). Reaction conditions: time 3 hour. The product is ClC=1C=C(OC2CCN(CC2)CC2CNCCC2)C=CC1Cl (4-(3,4-Dichlorophenoxy)-1-(piperidin-3-ylmethyl)piperidine). Yield: 84.0%. RXN SMILES: [Cl:1][C:2]1[CH:3]=[C:4]([CH:26]=[CH:27][C:28]=1[Cl:29])[O:5][CH:6]1[CH2:11][CH2:10][N:9]([CH2:12][CH:13]2[CH2:18][CH2:17][CH2:16][N:15](C(OC(C)(C)C)=O)[CH2:14]2)[CH2:8][CH2:7]1.FC(F)(F)C(O)=O>ClCCl>[Cl:1][C:2]1[CH:3]=[C:4]([CH:26]=[CH:27][C:28]=1[Cl:29])[O:5][CH:6]1[CH2:7][CH2:8][N:9]([CH2:12][CH:13]2[CH2:18][CH2:17][CH2:16][NH:15][CH2:14]2)[CH2:10][CH2:11]1. Procedure: 1,1-Dimethylethyl 3-[[4-(3,4-dichlorophenoxy)-1-piperidinyl]methyl]-1-piperidinecarboxylate (1.63 g) was dissolved in dichloromethane (30 ml) and trifluoroacetic acid (10 ml) was added. The mixture was stirred for 3 h, then concentrated. The residue was neutralized with sodium hydroxide solution (2M) and extracted with ethyl acetate thrice. The extracts were dried, filtered and evaporated to give the title compound (1.06 g). Starting materials: Cl (hydrogen chloride), O (water), C1(=CC=CC=C1)S(=O)(=O)N1C=C(C=2C1=NC=C(C2)C(O[SiH2]C(C)(C)C)(C)C)C=2C=C(CNC(=O)C=1C(N(C=CC1)CC1=CC(=C(C=C1)F)F)=O)C=CC2 (1-(3,4-difluoro-benzyl)-2-oxo-1,2-dihydro-pyridine-3-carboxylic acid 3-[1-benzenesulfonyl-5-(tert-butyl-dimethyl-silanyloxymethyl)-1H-pyrrolo[2,3-b]pyridin-3-yl]-benzylamide). Run in C(C)O (ethanol). Conditions: time 1 hour. Yields the product C1(=CC=CC=C1)S(=O)(=O)N1C=C(C=2C1=NC=C(C2)CO)C=2C=C(CNC(=O)C=1C(N(C=CC1)CC1=CC(=C(C=C1)F)F)=O)C=CC2 (1-(3,4-Difluoro-benzyl)-2-oxo-1,2-dihydro-pyridine-3-carboxylic acid 3-(1-benzenesulfonyl-5-hydroxymethyl-1H-pyrrolo[2,3-b]pyridin-3-yl)-benzylamide). As a reaction SMILES: [C:1]1([S:7]([N:10]2[C:14]3=[N:15][CH:16]=[C:17]([C:19](C)(C)[O:20][SiH2]C(C)(C)C)[CH:18]=[C:13]3[C:12]([C:28]3[CH:29]=[C:30]([CH:51]=[CH:52][CH:53]=3)[CH2:31][NH:32][C:33]([C:35]3[C:36](=[O:50])[N:37]([CH2:41][C:42]4[CH:47]=[CH:46][C:45]([F:48])=[C:44]([F:49])[CH:43]=4)[CH:38]=[CH:39][CH:40]=3)=[O:34])=[CH:11]2)(=[O:9])=[O:8])[CH:6]=[CH:5][CH:4]=[CH:3][CH:2]=1.Cl.O>C(O)C>[C:1]1([S:7]([N:10]2[C:14]3=[N:15][CH:16]=[C:17]([CH2:19][OH:20])[CH:18]=[C:13]3[C:12]([C:28]3[CH:29]=[C:30]([CH:51]=[CH:52][CH:53]=3)[CH2:31][NH:32][C:33]([C:35]3[C:36](=[O:50])[N:37]([CH2:41][C:42]4[CH:47]=[CH:46][C:45]([F:48])=[C:44]([F:49])[CH:43]=4)[CH:38]=[CH:39][CH:40]=3)=[O:34])=[CH:11]2)(=[O:8])=[O:9])[CH:2]=[CH:3][CH:4]=[CH:5][CH:6]=1. Reported procedure: Into a 1-neck round-bottom flask was dissolved 1-(3,4-difluoro-benzyl)-2-oxo-1,2-dihydro-pyridine-3-carboxylic acid 3-[1-benzenesulfonyl-5-(tert-butyl-dimethyl-silanyloxymethyl)-1H-pyrrolo[2,3-b]pyridin-3-yl]-benzylamide (0.17 mmol, 0.00017 mol) in ethanol (3.00 mL, Fisher;). To this was added 12 M of hydrogen chloride in water (1.00 mL, 0.012 mol; Fisher) and the reaction was stirred at room temperature for 1 h and then evaporated to give the crude product.